This data is from the Open Reaction Database (ORD), a public repository of structured organic reaction records. The task is: describe an organic reaction: reactants, conditions, products, and yield The reactants are O1CC=CC2=CC=CC=C12 (chromene), C(Cl)(Cl)Cl (chloroform), ClC1=CC(=CC=C1)C(=O)OO (m-chloroperbenzoic acid), C(C)(=O)OO (peracetic acid). The solvent is CCOCC (ether), C(Cl)Cl (methylene chloride). Product: O1C2COC3=CC=CC=C3C21 (3,4-epoxychroman). RXN SMILES: [O:1]1[C:10]2[C:5](=[CH:6][CH:7]=[CH:8][CH:9]=2)[CH:4]=[CH:3][CH2:2]1.ClC1C=CC=C(C(OO)=[O:19])C=1.C(OO)(=O)C.C(Cl)(Cl)Cl>CCOCC.C(Cl)Cl>[O:19]1[CH:4]2[CH:3]1[CH2:2][O:1][C:10]1[C:5]2=[CH:6][CH:7]=[CH:8][CH:9]=1. Procedure: The compound 5 is oxidized with an oxidizing agent such as m-chloroperbenzoic acid and peracetic acid in a solvent such as chloroform, methylene chloride and ether, under cooling to room temperature to give 3,4-epoxychroman (compound 6 wherein R1, R2 and R3 are as defined above). The product is CN(CCNS(=O)(=O)C1=CC=C(C)C=C1)C (N,N-dimethyl-N′-tosylethylenediamine). Procedure: To 10.5 g of N,N′-dimethylethylenediamine in 250 ml of THF was added 26 g of tosylchloride (TsCl) in small portions at room temperature. After 16 hours, solvents were evaporated and the residue was apportioned between H2O and CH2Cl2. A CH2C2 layer was separated and washed with brine, dried (MgSO4), filtered, and concentrated under reduced pressure. About 26.5 g of N,N-dimethyl-N′-tosylethylenediamine (93%) was produced. The reaction steps are shown below: Reaction conditions: time 16 hour. The yield is 93.0%. As a reaction SMILES: C[NH:2][CH2:3][CH2:4][NH:5][CH3:6].[S:7](Cl)([C:10]1[CH:16]=[CH:15][C:13]([CH3:14])=[CH:12][CH:11]=1)(=[O:9])=[O:8].[CH2:18]1COCC1>>[CH3:18][N:5]([CH3:6])[CH2:4][CH2:3][NH:2][S:7]([C:10]1[CH:16]=[CH:15][C:13]([CH3:14])=[CH:12][CH:11]=1)(=[O:9])=[O:8]. Reactants: CNCCNC (N,N′-dimethylethylenediamine), S(=O)(=O)(C1=CC=C(C)C=C1)Cl (tosylchloride), C1CCOC1 (THF). Starting materials: CN(C=NC=1C=CC(=C(C1)S(=O)(=O)N)C(=O)OC)C (5-(2-dimethylamino-1-azaethenyl)-2-methoxycarbonylbenzenesulfonamide), COC1=NC(=NC(=C1)OC)NC(=O)OC1=CC=CC=C1 (4,6-dimethoxy-2-phenoxycarbonylaminopyrimidine), C1CCC2=NCCCN2CC1 (DBU). The solvent is C(C)#N (acetonitrile). Reaction conditions: temperature 0 celsius. Product: COC1=NC(=NC(=C1)OC)NC(=O)NS(=O)(=O)C1=C(C(=O)OC)C=CC(=C1)N=CN(C)C (methyl 2-[[[[(4,6-dimethoxypyrimidin-2-yl)amino]carbonyl]amino]sulfonyl]-4-(2-dimethylamino-1-azaethenyl)-benzoate). RXN SMILES: [CH3:1][N:2]([CH3:19])[CH:3]=[N:4][C:5]1[CH:6]=[CH:7][C:8]([C:15]([O:17][CH3:18])=[O:16])=[C:9]([S:11]([NH2:14])(=[O:13])=[O:12])[CH:10]=1.[CH3:20][O:21][C:22]1[CH:27]=[C:26]([O:28][CH3:29])[N:25]=[C:24]([NH:30][C:31](OC2C=CC=CC=2)=[O:32])[N:23]=1.C1CCN2C(=NCCC2)CC1>C(#N)C>[CH3:29][O:28][C:26]1[CH:27]=[C:22]([O:21][CH3:20])[N:23]=[C:24]([NH:30][C:31]([NH:14][S:11]([C:9]2[CH:10]=[C:5]([N:4]=[CH:3][N:2]([CH3:19])[CH3:1])[CH:6]=[CH:7][C:8]=2[C:15]([O:17][CH3:18])=[O:16])(=[O:13])=[O:12])=[O:32])[N:25]=1. Reported procedure: A suspension of 1.50 g of 5-(2-dimethylamino-1-azaethenyl)-2-methoxycarbonylbenzenesulfonamide, 1.61 g of 4,6-dimethoxy-2-phenoxycarbonylaminopyrimidine, 32 ml of acetonitrile and 0.83 ml of DBU is stirred initially at 0° C. and then at room temperature until the reaction has ended. The reaction mixture is then concentrated under reduced pressure. The residue is taken up in water and washed with diethyl ether. The aqueous phase is carefully acidified with conc. hydrochloric acid (pH 6) and the s... The reactants are CCOC(=O)CBr, O=C([O-])O, CCO, [I-], COc1cc(N)c(C#N)cc1OC, [Na+], [Na+]. The product is CCOC(=O)CNc1cc(OC)c(OC)cc1C#N. Reaction SMILES: [Br:19][CH2:20][C:21](=[O:22])[O:23][CH2:24][CH3:25].[C:14](=[O:15])([OH:16])[O-:17].[CH3:28][CH2:29][OH:30].[I-:27].[NH2:1][c:2]1[c:3]([C:4]#[N:5])[cH:6][c:7]([O:12][CH3:13])[c:8]([O:10][CH3:11])[cH:9]1.[Na+:18].[Na+:26]>>[NH:1]([c:2]1[c:3]([C:4]#[N:5])[cH:6][c:7]([O:12][CH3:13])[c:8]([O:10][CH3:11])[cH:9]1)[CH2:20][C:21](=[O:22])[O:23][CH2:24][CH3:25].